This data is from the Open Reaction Database (ORD), a public repository of structured organic reaction records. The task is: describe an organic reaction: reactants, conditions, products, and yield The reactants are Cl, CNC(=O)c1c(-c2ccc(F)cc2)oc2ccc(-c3cc(C(=O)O)ccc3C)cc12, CN(C)C=O, O, NC1(c2ccncn2)CC1. Product: CNC(=O)c1c(-c2ccc(F)cc2)oc2ccc(-c3cc(C(=O)NC4(c5ccncn5)CC4)ccc3C)cc12. As a reaction SMILES: [ClH:41].[F:1][c:2]1[cH:3][cH:4][c:5](-[c:8]2[o:9][c:10]3[c:11]([c:12]2[C:13]([NH:14][CH3:15])=[O:16])[cH:17][c:18](-[c:21]2[cH:22][c:23]([C:24](=[O:25])[OH:26])[cH:27][cH:28][c:29]2[CH3:30])[cH:19][cH:20]3)[cH:6][cH:7]1.[O:42]=[CH:43][N:44]([CH3:45])[CH3:46].[OH2:47].[n:31]1[cH:32][n:33][c:34]([C:37]2([NH2:40])[CH2:38][CH2:39]2)[cH:35][cH:36]1>>[F:1][c:2]1[cH:3][cH:4][c:5](-[c:8]2[o:9][c:10]3[c:11]([c:12]2[C:13]([NH:14][CH3:15])=[O:16])[cH:17][c:18](-[c:21]2[cH:22][c:23]([C:24](=[O:26])[NH:40][C:37]4([c:34]5[n:33][cH:32][n:31][cH:36][cH:35]5)[CH2:38][CH2:39]4)[cH:27][cH:28][c:29]2[CH3:30])[cH:19][cH:20]3)[cH:6][cH:7]1. Starting materials: Cc1cn(-c2ccc3c(c2)OC(F)(F)C(F)(F)O3)c(=NC(=O)n2cc[n+](C)c2)s1, CC#N, CCN(C(C)C)C(C)C, Cl, FC1CCNC1, [I-]. Product: Cc1cn(-c2ccc3c(c2)OC(F)(F)C(F)(F)O3)c(=NC(=O)N2CCC(F)C2)s1. Reaction SMILES: [CH3:2][n+:3]1[cH:4][cH:5][n:6]([C:8]([N:9]=[c:10]2[s:11][c:12]([CH3:29])[cH:13][n:14]2-[c:15]2[cH:16][c:17]3[c:18]([cH:27][cH:28]2)[O:19][C:20]([F:25])([F:26])[C:21]([F:23])([F:24])[O:22]3)=[O:30])[cH:7]1.[CH3:47][C:48]#[N:49].[CH:38]([N:39]([CH2:40][CH3:41])[CH:42]([CH3:43])[CH3:44])([CH3:45])[CH3:46].[ClH:31].[F:32][CH:33]1[CH2:34][NH:35][CH2:36][CH2:37]1.[I-:1]>>[C:8]([N:9]=[c:10]1[s:11][c:12]([CH3:29])[cH:13][n:14]1-[c:15]1[cH:16][c:17]2[c:18]([cH:27][cH:28]1)[O:19][C:20]([F:25])([F:26])[C:21]([F:23])([F:24])[O:22]2)(=[O:30])[N:35]1[CH2:34][CH:33]([F:32])[CH2:37][CH2:36]1. Reactants: CCO, Cl, Cc1nccn1-c1ccc(Nc2nc(O)c3c(n2)CCN(C(=O)OC(C)(C)C)C3)cc1. The product is Cc1nccn1-c1ccc(Nc2nc(O)c3c(n2)CCNC3)cc1. As a reaction SMILES: [CH3:33][CH2:34][OH:35].[ClH:32].[OH:1][c:2]1[c:3]2[c:4]([n:5][c:6]([NH:8][c:9]3[cH:10][cH:11][c:12](-[n:15]4[c:16]([CH3:20])[n:17][cH:18][cH:19]4)[cH:13][cH:14]3)[n:7]1)[CH2:21][CH2:22][N:23]([C:25]([O:26][C:27]([CH3:28])([CH3:29])[CH3:30])=[O:31])[CH2:24]2>>[OH:1][c:2]1[c:3]2[c:4]([n:5][c:6]([NH:8][c:9]3[cH:10][cH:11][c:12](-[n:15]4[c:16]([CH3:20])[n:17][cH:18][cH:19]4)[cH:13][cH:14]3)[n:7]1)[CH2:21][CH2:22][NH:23][CH2:24]2. Reactants: ClC=1C=C(C(=O)N)C=CC1 (3-Chlorobenzamide), C1(=CC=C(C=C1)S(=O)(=O)O)C (p-toluenesulfonic acid), FC(C(C=O)(F)F)(F)F (pentafluoropropanal), N1N=NC2=C1C=CC=C2 (benzotriazole). The product is N1(N=NC2=C1C=CC=C2)C(C(C(F)(F)F)(F)F)NC(C2=CC(=CC=C2)Cl)=O (N-[1-(1H-1,2,3-benzotriazol-1-yl)-2,2,3,3,3-pentafluoropropyl]-3-chlorobenzamide). As a reaction SMILES: [Cl:1][C:2]1[CH:3]=[C:4]([CH:8]=[CH:9][CH:10]=1)[C:5]([NH2:7])=[O:6].[F:11][C:12]([F:19])([F:18])[C:13]([F:17])([F:16])[CH:14]=O.[NH:20]1[C:24]2[CH:25]=[CH:26][CH:27]=[CH:28][C:23]=2[N:22]=[N:21]1.C1(C)C=CC(S(O)(=O)=O)=CC=1>>[N:20]1([CH:14]([NH:7][C:5](=[O:6])[C:4]2[CH:8]=[CH:9][CH:10]=[C:2]([Cl:1])[CH:3]=2)[C:13]([F:17])([F:16])[C:12]([F:19])([F:18])[F:11])[C:24]2[CH:25]=[CH:26][CH:27]=[CH:28][C:23]=2[N:22]=[N:21]1. Procedure details: 3-Chlorobenzamide, pentafluoropropanal, benzotriazole, and p-toluenesulfonic acid were processed as described in Example 53A to provide the desired product. The reactants are [Al+3], COC(=O)CCCCCCCCCCCCC1=C(C)C(=O)C(OC)=C(OC)C1=O, Cl, [H-], [H-], [H-], [H-], [Li+], O. Yields the product COC1=C(OC)C(=O)C(CCCCCCCCCCCCCO)=C(C)C1=O. As a reaction SMILES: [Al+3:2].[CH3:7][O:8][C:9]1=[C:14]([O:15][CH3:16])[C:13](=[O:17])[C:12]([CH3:18])=[C:11]([CH2:19][CH2:20][CH2:21][CH2:22][CH2:23][CH2:24][CH2:25][CH2:26][CH2:27][CH2:28][CH2:29][CH2:30][C:31](=[O:32])[O:33][CH3:34])[C:10]1=[O:35].[ClH:36].[H-:1].[H-:4].[H-:5].[H-:6].[Li+:3].[OH2:37]>>[CH3:7][O:8][C:9]1=[C:14]([O:15][CH3:16])[C:13](=[O:17])[C:12]([CH3:18])=[C:11]([CH2:19][CH2:20][CH2:21][CH2:22][CH2:23][CH2:24][CH2:25][CH2:26][CH2:27][CH2:28][CH2:29][CH2:30][CH2:31][OH:32])[C:10]1=[O:35]. Reactants: O=C([C@H](CC1=CC=CC=C1)NC(OC(C)(C)C)=O)NC=1N=C(SC1)C1=CC=NC=C1 ((S)-tert-Butyl 1-oxo-3-phenyl-1-(2-(pyridin-4-yl)thiazol-4-ylamino)propan-2-ylcarbamate), Cl (HCl), C(=O)(O)[O-].[Na+] (NaHCO3). Solvent: O (water), O1CCOCC1 (dioxane). Run at time 30 minute. The product is N[C@H](C(=O)NC=1N=C(SC1)C1=CC=NC=C1)CC1=CC=CC=C1 ((S)-2-Amino-3-phenyl-N-(2-(pyridin-4-yl)thiazol-4-yl)propanamide). Yield: 84.3%. RXN SMILES: [O:1]=[C:2]([NH:19][C:20]1[N:21]=[C:22]([C:25]2[CH:30]=[CH:29][N:28]=[CH:27][CH:26]=2)[S:23][CH:24]=1)[C@@H:3]([NH:11]C(=O)OC(C)(C)C)[CH2:4][C:5]1[CH:10]=[CH:9][CH:8]=[CH:7][CH:6]=1.Cl.C([O-])(O)=O.[Na+]>O1CCOCC1.O>[NH2:11][C@@H:3]([CH2:4][C:5]1[CH:10]=[CH:9][CH:8]=[CH:7][CH:6]=1)[C:2]([NH:19][C:20]1[N:21]=[C:22]([C:25]2[CH:30]=[CH:29][N:28]=[CH:27][CH:26]=2)[S:23][CH:24]=1)=[O:1] |f:2.3|. Procedure details: To a rt solution of 4.B (163 mg, 384 μmol) in dioxane (2.5 mL) was added 6.0 N HCl (1 mL). After stirring at rt for 30 min, the reaction mixture was poured into saturated aqueous NaHCO3 (5 m L), diluted with water (5 mL) and extracted by 30% iPrOH/CHCl3 (3×10 mL). The combined solution was washed with brine and dried over MgSO4. After removal of organic solvent under reduced pressure, purification of the residue by flash chromatography on silica gel using 0-20% MeOH/CH2Cl2 for elution provided 4... Product: NC=1N=C(C2=C(N1)NCC(C2)CCC2=CC=C(S2)C(=O)NO)O (N-{5-[2-(2-amino-4-hydroxy-5,6,7,8-tetrahydropyrido[2,3-d]pyrimidin-6-yl)ethyl]thien-2-ylcarbonyl}hydroxylamine). Conditions: time 15 minute. Solvent: CO (methanol), CO (methanol). Reactants: Cl.NO (hydroxylamine hydrochloride), Cl.NO (hydroxylamine hydrochloride), [Na] (sodium), C(C(C)(C)C)(=O)NC=1N=C(C2=C(N1)NCC(C2)CCC2=CC=C(S2)C(=O)OC)O (methyl 5-[2-(2-pivaloylamino-4-hydroxy-5,6,7,8-tetrahydropyrido[2,3-d]pyrimidin-6-yl)ethyl]thien-2-ylcarboxylate). RXN SMILES: [Na].Cl.[NH2:3][OH:4].C([NH:11][C:12]1[N:13]=[C:14]([OH:33])[C:15]2[CH2:21][CH:20]([CH2:22][CH2:23][C:24]3[S:28][C:27]([C:29](OC)=[O:30])=[CH:26][CH:25]=3)[CH2:19][NH:18][C:16]=2[N:17]=1)(=O)C(C)(C)C>CO>[NH2:11][C:12]1[N:13]=[C:14]([OH:33])[C:15]2[CH2:21][CH:20]([CH2:22][CH2:23][C:24]3[S:28][C:27]([C:29]([NH:3][OH:4])=[O:30])=[CH:26][CH:25]=3)[CH2:19][NH:18][C:16]=2[N:17]=1 |f:1.2,^1:0|. Yield: 77.5%. Procedure: To 10 mL of anhydrous methanol was added 0.33 g (14.4 mmol) of sodium metal and a solution of 0.050 g (0.72 mmol) of hydroxylamine hydrochloride in 7 mL of methanol was then added. The resulting reaction mixture was stirred for 15 minutes and 0.23 g (0.5 mmol) of methyl 5-[2-(2-pivaloylamino-4-hydroxy-5,6,7,8-tetrahydropyrido[2,3-d]pyrimidin-6-yl)ethyl]thien-2-ylcarboxylate was added under nitrogen. The reaction mixture was stirred for 30 minutes, 0.011 g (0.16 mmol) of hydroxylamine hydrochlori... Reactants: C(C)(=O)O (acetic acid), C(=O)O (formic acid), C(C)OCCCOC1=CC=C(C=C1)C=1C=CC2=C(C=C(CCN2)C(=O)OC)C1 (methyl 7-[4-(3-ethoxypropoxy)phenyl]-2,3-dihydro-1H-1-benzazepine-4-carboxylate). Run in C1CCOC1 (THF), C1CCOC1 (THF). Reaction conditions: temperature 50 celsius, time 2 hour. Procedure details: To anhydrous acetic acid (0.22 ml) was added dropwise formic acid (0.11 ml) under ice-cooling, and the mixture was stirred under nitrogen atmosphere at 50° C. for 2 hours. To the mixture was added THF (2 ml) and then was added dropwise, under ice-cooling, a solution of methyl 7-[4-(3-ethoxypropoxy)phenyl]-2,3-dihydro-1H-1-benzazepine-4-carboxylate (0.35 g) in THF (15 ml), and the mixture was stirred at room temperature overnight. The solvent was evaporated, and to the residue was added water. Th... Product: C(C)OCCCOC1=CC=C(C=C1)C=1C=CC2=C(C=C(CCN2C=O)C(=O)OC)C1 (methyl 7-[4-(3-ethoxypropoxy) phenyl]-1-formyl-2,3-dihydro-1H-1-benzazepine-4-carboxylate). As a reaction SMILES: [C:1](O)(=[O:3])C.C(O)=O.[CH2:8]([O:10][CH2:11][CH2:12][CH2:13][O:14][C:15]1[CH:20]=[CH:19][C:18]([C:21]2[CH:22]=[CH:23][C:24]3[NH:30][CH2:29][CH2:28][C:27]([C:31]([O:33][CH3:34])=[O:32])=[CH:26][C:25]=3[CH:35]=2)=[CH:17][CH:16]=1)[CH3:9]>C1COCC1>[CH2:8]([O:10][CH2:11][CH2:12][CH2:13][O:14][C:15]1[CH:20]=[CH:19][C:18]([C:21]2[CH:22]=[CH:23][C:24]3[N:30]([CH:1]=[O:3])[CH2:29][CH2:28][C:27]([C:31]([O:33][CH3:34])=[O:32])=[CH:26][C:25]=3[CH:35]=2)=[CH:17][CH:16]=1)[CH3:9]. Starting materials: CC1([C@@H]([C@@H]1\C=C/C(=O)Cl)C(=O)O[C@@H](C1=CC(=CC=C1)OC1=CC=CC=C1)C#N)C ((S)α-cyano-3-phenoxy-benzyl(1R,cis)2,2-dimethyl-3-[(Z)3-chloro-3-oxo-1-propenyl]-cyclopropane-carboxylate), FC(C(CC)(O)C)(F)F (1-trifluoromethyl-1-methyl propanol). Run in C(Cl)Cl (methylene chloride). Conditions: time 16 hour. The product is CC1([C@@H]([C@@H]1\C=C/C(OC(CC)(C)C(F)(F)F)=O)C(=O)O[C@@H](C1=CC(=CC=C1)OC1=CC=CC=C1)C#N)C ((S)α-cyano-3-phenoxy-benzyl(1R,cis)2,2-dimethyl-3-[(Z)3-oxo-3-(1-trifluoromethyl-1-methylpropyloxy)-1-propenyl]-cyclopropane-carboxylate). Reaction SMILES: [CH3:1][C:2]1([CH3:29])[C@@H:4](/[CH:5]=[CH:6]\[C:7](Cl)=[O:8])[C@H:3]1[C:10]([O:12][C@H:13]([C:27]#[N:28])[C:14]1[CH:19]=[CH:18][CH:17]=[C:16]([O:20][C:21]2[CH:26]=[CH:25][CH:24]=[CH:23][CH:22]=2)[CH:15]=1)=[O:11].[F:30][C:31]([F:38])([F:37])[C:32]([CH3:36])([OH:35])[CH2:33][CH3:34]>C(Cl)Cl>[CH3:1][C:2]1([CH3:29])[C@@H:4](/[CH:5]=[CH:6]\[C:7](=[O:8])[O:35][C:32]([C:31]([F:38])([F:37])[F:30])([CH3:36])[CH2:33][CH3:34])[C@H:3]1[C:10]([O:12][C@H:13]([C:27]#[N:28])[C:14]1[CH:19]=[CH:18][CH:17]=[C:16]([O:20][C:21]2[CH:26]=[CH:25][CH:24]=[CH:23][CH:22]=2)[CH:15]=1)=[O:11]. Procedure details: 900 mg of (S)α-cyano-3-phenoxy-benzyl(1R,cis)2,2-dimethyl-3-[(Z)3-chloro-3-oxo-1-propenyl]-cyclopropane-carboxylate were dissolved in 3 ml of methylene chloride and 1 ml of 1-trifluoromethyl-1-methyl propanol was added thereto. The mixture was stirred for 16 hours at room temperature under inert atmosphere and away from humidity. After 3 days at room temperature, the reaction mixture was washed with a saturated aqueous solution of sodium bicarbonate, then with water, dried and evaporated to dryn... Reactants: OBO, Cc1ccc2ccccc2c1Br, OO. The product is Cc1ccc2ccccc2c1O. RXN SMILES: [BH:13]([OH:14])[OH:15].[Br:1][c:2]1[c:3]([CH3:12])[cH:4][cH:5][c:6]2[cH:7][cH:8][cH:9][cH:10][c:11]12.[OH:16][OH:17]>>[c:2]1([OH:14])[c:3]([CH3:12])[cH:4][cH:5][c:6]2[cH:7][cH:8][cH:9][cH:10][c:11]12.